From a dataset of the Open Reaction Database (ORD), a public repository of structured organic reaction records. describe an organic reaction: reactants, conditions, products, and yield Yields the product CC(C)C(CO)c1ccco1. The reactants are [Al+3], Cl, [H-], [H-], [H-], [H-], [Li+], C1CCOC1, CC(C)C(C(=O)O)c1ccco1. RXN SMILES: [Al+3:2].[ClH:19].[H-:1].[H-:4].[H-:5].[H-:6].[Li+:3].[O:20]1[CH2:21][CH2:22][CH2:23][CH2:24]1.[o:7]1[c:8]([CH:12]([C:13](=[O:14])[OH:15])[CH:16]([CH3:17])[CH3:18])[cH:9][cH:10][cH:11]1>>[o:7]1[c:8]([CH:12]([CH2:13][OH:14])[CH:16]([CH3:17])[CH3:18])[cH:9][cH:10][cH:11]1. The reactants are [OH-].C[N+](C)(C)C (tetramethylammonium hydroxide), C1(=CC=CC=C1)O (phenol). The solvent is C(C)(C)O (isopropanol). The product is C1(=CC=CC=C1)[O-].C[N+](C)(C)C (tetramethylammonium phenolate). As a reaction SMILES: [OH-].[CH3:2][N+:3]([CH3:6])([CH3:5])[CH3:4].[C:7]1([OH:13])[CH:12]=[CH:11][CH:10]=[CH:9][CH:8]=1>C(O)(C)C>[C:7]1([O-:13])[CH:12]=[CH:11][CH:10]=[CH:9][CH:8]=1.[CH3:2][N+:3]([CH3:6])([CH3:5])[CH3:4] |f:0.1,4.5|. Procedure details: A commercially available 10% solution of tetramethylammonium hydroxide in methanol (manufactured by TOKYO KASEI CO.) was subjected to solvent exchange with isopropanol to produce a solution of tetramethylammonium hydroxide in isopropanol. To a 3.83 ml portion of the solution (2.24 mmoles of tetramethylammonium hydroxide) was added 0.211 g of phenol (2.24 mmoles) to produce a solution of tetramethylammonium phenolate in isopropanol. As a reaction SMILES: [CH3:13][C:14](=[O:15])[CH3:16].[K+:1].[S-:2][C:3]#[N:4].[s:5]1[c:6]([C:10](=[O:11])[Cl:12])[cH:7][cH:8][cH:9]1>>[S:2]=[C:3]=[N:4][C:10]([c:6]1[s:5][cH:9][cH:8][cH:7]1)=[O:11]. Product: O=C(N=C=S)c1cccs1. Reactants: CC(C)=O, [K+], N#C[S-], O=C(Cl)c1cccs1. Reactants: C(C)OC(=O)C=1C=NN2C1N=CC(=C2O)C(=O)O (3-Ethoxycarbonyl-7-hydroxypyrazolo[1,5-a]pyrimidine-6-carboxylic acid), Cl.FC1(CCNCC1)C1=CC=CC=C1 (4-fluoro-4-phenylpiperidine hydrochloride). Procedure: In the same manner as in Example 1, step 2 and using 3-ethoxycarbonyl-7-hydroxypyrazolo[1,5-a]pyrimidine-6-carboxylic acid (1.55 g, 6.18 mmol) obtained in Example 19, step 2 and 4-fluoro-4-phenylpiperidine hydrochloride (2.0 g, 9.27 mmol), the title compound (1.72 g, 68%) was obtained. Isolated yield 67.5%. Reaction SMILES: [CH2:1]([O:3][C:4]([C:6]1[CH:7]=[N:8][N:9]2[C:14]([OH:15])=[C:13]([C:16]([OH:18])=O)[CH:12]=[N:11][C:10]=12)=[O:5])[CH3:2].Cl.[F:20][C:21]1([C:27]2[CH:32]=[CH:31][CH:30]=[CH:29][CH:28]=2)[CH2:26][CH2:25][NH:24][CH2:23][CH2:22]1>>[CH2:1]([O:3][C:4]([C:6]1[CH:7]=[N:8][N:9]2[C:14]([OH:15])=[C:13]([C:16]([N:24]3[CH2:25][CH2:26][C:21]([F:20])([C:27]4[CH:28]=[CH:29][CH:30]=[CH:31][CH:32]=4)[CH2:22][CH2:23]3)=[O:18])[CH:12]=[N:11][C:10]=12)=[O:5])[CH3:2] |f:1.2|. Product: C(C)OC(=O)C=1C=NN2C1N=CC(=C2O)C(=O)N2CCC(CC2)(C2=CC=CC=C2)F (3-Ethoxycarbonyl-6-(4-fluoro-4-phenylpiperidine-1-carbonyl)-7-hydroxypyrazolo[1,5-a]pyrimidine).